Task: describe an organic reaction: reactants, conditions, products, and yield. Dataset: the Open Reaction Database (ORD), a public repository of structured organic reaction records The reactants are C(C)(=O)O[C@]1(C(COC(C)=O)=O)CC[C@H]2[C@@H]3CCC4=CC(CC[C@]4(C)[C@H]3CC[C@]12C)=O (17,21-diacetoxy-4-pregnene-3,20-dione), COCOC (formaldehyde dimethylacetal), C(C)(=O)[O-].[Na+] (sodium acetate), P(=O)(Br)(Br)Br (phosphorus oxybromide). Solvent: C(Cl)Cl (methylene chloride). Product: C(C)(=O)O[C@]1(C(COC(C)=O)=O)CC[C@H]2[C@@H]3CC(C4=CC(CC[C@]4(C)[C@H]3CC[C@]12C)=O)=C (17,21-diacetoxy-6-methylene-4-pregnene-3,20-dione). As a reaction SMILES: [C:1]([O:4][C@:5]1([C@:29]2([CH3:30])[C@H:15]([C@H:16]3[C@H:26]([CH2:27][CH2:28]2)[C@:24]2([CH3:25])[C:19](=[CH:20][C:21](=[O:31])[CH2:22][CH2:23]2)[CH2:18][CH2:17]3)[CH2:14][CH2:13]1)[C:6](=[O:12])[CH2:7][O:8][C:9](=[O:11])[CH3:10])(=[O:3])[CH3:2].[CH3:32]OCOC.C([O-])(=O)C.[Na+].P(Br)(Br)(Br)=O>C(Cl)Cl>[C:1]([O:4][C@:5]1([C@:29]2([CH3:30])[C@H:15]([C@H:16]3[C@H:26]([CH2:27][CH2:28]2)[C@:24]2([CH3:25])[C:19](=[CH:20][C:21](=[O:31])[CH2:22][CH2:23]2)[C:18](=[CH2:32])[CH2:17]3)[CH2:14][CH2:13]1)[C:6](=[O:12])[CH2:7][O:8][C:9](=[O:11])[CH3:10])(=[O:3])[CH3:2] |f:2.3|. Reported procedure: Analogously to Example 9, 2.0 g of 17,21-diacetoxy-4-pregnene-3,20-dione in 60 ml of methylene chloride is reacted with 60 ml of formaldehyde dimethylacetal, 2.0 g of sodium acetate, and 12.6 g of phosphorus oxybromide, and worked up, thus isolating 1.68 g of 17,21-diacetoxy-6-methylene-4-pregnene-3,20-dione, mp 226°-228° C. Starting materials: COc1nc(C)cnc1N(COCC[Si](C)(C)C)S(=O)(=O)c1cnccc1-c1ccc(CC(C)C)cc1, C1CCOC1, CCCC[N+](CCCC)(CCCC)CCCC, [F-], O. Product: COc1nc(C)cnc1NS(=O)(=O)c1cnccc1-c1ccc(CC(C)C)cc1. RXN SMILES: [CH2:19]([CH:20]([CH3:21])[CH3:22])[c:23]1[cH:24][cH:25][c:26](-[c:29]2[c:30]([S:35](=[O:36])(=[O:37])[N:38]([CH2:39][O:40][CH2:41][CH2:42][Si:43]([CH3:44])([CH3:45])[CH3:46])[c:47]3[n:48][cH:49][c:50]([CH3:55])[n:51][c:52]3[O:53][CH3:54])[cH:31][n:32][cH:33][cH:34]2)[cH:27][cH:28]1.[CH2:56]1[O:57][CH2:58][CH2:59][CH2:60]1.[CH3:2][CH2:3][CH2:4][CH2:5][N+:6]([CH2:7][CH2:8][CH2:9][CH3:10])([CH2:11][CH2:12][CH2:13][CH3:14])[CH2:15][CH2:16][CH2:17][CH3:18].[F-:1].[OH2:61]>>[CH2:19]([CH:20]([CH3:21])[CH3:22])[c:23]1[cH:24][cH:25][c:26](-[c:29]2[c:30]([S:35](=[O:36])(=[O:37])[NH:38][c:47]3[n:48][cH:49][c:50]([CH3:55])[n:51][c:52]3[O:53][CH3:54])[cH:31][n:32][cH:33][cH:34]2)[cH:27][cH:28]1.